Dataset: the Open Reaction Database (ORD), a public repository of structured organic reaction records. Task: describe an organic reaction: reactants, conditions, products, and yield The reactants are O=C=NC12CC3CC(CC(C3)C1)C2, ClCCl, COc1ccc(C(OC2CNC2)c2ccccc2C(F)(F)F)cc1. The product is COc1ccc(C(OC2CN(C(=O)NC34CC5CC(CC(C5)C3)C4)C2)c2ccccc2C(F)(F)F)cc1. Reaction SMILES: [C:25]12([N:35]=[C:36]=[O:37])[CH2:26][CH:27]3[CH2:28][CH:29]([CH2:30][CH:31]([CH2:32]1)[CH2:33]3)[CH2:34]2.[Cl:38][CH2:39][Cl:40].[F:1][C:2]([c:3]1[c:4]([CH:5]([c:6]2[cH:7][cH:8][c:9]([O:12][CH3:13])[cH:10][cH:11]2)[O:14][CH:15]2[CH2:16][NH:17][CH2:18]2)[cH:19][cH:20][cH:21][cH:22]1)([F:23])[F:24]>>[F:1][C:2]([c:3]1[c:4]([CH:5]([c:6]2[cH:7][cH:8][c:9]([O:12][CH3:13])[cH:10][cH:11]2)[O:14][CH:15]2[CH2:16][N:17]([C:36]([NH:35][C:25]34[CH2:26][CH:27]5[CH2:28][CH:29]([CH2:30][CH:31]([CH2:32]3)[CH2:33]5)[CH2:34]4)=[O:37])[CH2:18]2)[cH:19][cH:20][cH:21][cH:22]1)([F:23])[F:24].